Dataset: the Open Reaction Database (ORD), a public repository of structured organic reaction records. Task: describe an organic reaction: reactants, conditions, products, and yield Starting materials: CO, Cl, [K+], [OH-], COC(=O)c1ccc(NC(=O)c2ccccc2)cc1. The product is O=C(O)c1ccc(NC(=O)c2ccccc2)cc1. RXN SMILES: [CH3:23][OH:24].[ClH:22].[K+:21].[OH-:20].[c:1]1([C:7](=[O:8])[NH:9][c:10]2[cH:11][cH:12][c:13]([C:14](=[O:15])[O:16][CH3:17])[cH:18][cH:19]2)[cH:2][cH:3][cH:4][cH:5][cH:6]1>>[c:1]1([C:7](=[O:8])[NH:9][c:10]2[cH:11][cH:12][c:13]([C:14](=[O:15])[OH:16])[cH:18][cH:19]2)[cH:2][cH:3][cH:4][cH:5][cH:6]1. Reactants: O=C1NC(=O)c2ccccc21, COc1ccc(C(=O)CBr)cc1, [K], CN(C)C=O. Product: COc1ccc(C(=O)CN2C(=O)c3ccccc3C2=O)cc1. RXN SMILES: [C:13]1(=[O:23])[c:14]2[c:15]([cH:19][cH:20][cH:21][cH:22]2)[C:16](=[O:18])[NH:17]1.[CH3:1][O:2][c:3]1[cH:4][cH:5][c:6]([C:7]([CH2:8][Br:9])=[O:10])[cH:11][cH:12]1.[K:24].[O:25]=[CH:26][N:27]([CH3:28])[CH3:29]>>[CH3:1][O:2][c:3]1[cH:4][cH:5][c:6]([C:7]([CH2:8][N:17]2[C:13](=[O:23])[c:14]3[c:15]([cH:19][cH:20][cH:21][cH:22]3)[C:16]2=[O:18])=[O:10])[cH:11][cH:12]1. Reactants: CCCCCCC(C(C)=O)C(=O)O, CN1CCOCC1, Cc1ccc(Cc2nnc(C(C)N)c(=O)[nH]2)cc1, On1nnc2ccccc21. The product is CCCCCCC(C(C)=O)C(=O)NC(C)c1nnc(Cc2ccc(C)cc2)[nH]c1=O. RXN SMILES: [C:36]([CH3:37])(=[O:38])[CH:39]([C:40](=[O:41])[OH:42])[CH2:43][CH2:44][CH2:45][CH2:46][CH2:47][CH3:48].[CH3:11][N:12]1[CH2:13][CH2:14][O:15][CH2:16][CH2:17]1.[NH2:18][CH:19]([CH3:20])[c:21]1[c:22](=[O:35])[nH:23][c:24]([CH2:27][c:28]2[cH:29][cH:30][c:31]([CH3:34])[cH:32][cH:33]2)[n:25][n:26]1.[OH:1][n:2]1[c:3]2[cH:4][cH:5][cH:6][cH:7][c:8]2[n:9][n:10]1>>[NH:18]([CH:19]([CH3:20])[c:21]1[c:22](=[O:35])[nH:23][c:24]([CH2:27][c:28]2[cH:29][cH:30][c:31]([CH3:34])[cH:32][cH:33]2)[n:25][n:26]1)[C:40]([CH:39]([C:36]([CH3:37])=[O:38])[CH2:43][CH2:44][CH2:45][CH2:46][CH2:47][CH3:48])=[O:41]. Starting materials: CCCCCBr, O=C1c2ccccc2C(=O)N1CCCc1cccc(O)c1. Product: CCCCCOc1cccc(CCCN2C(=O)c3ccccc3C2=O)c1. RXN SMILES: [CH2:22]([CH2:23][CH2:24][CH2:25][CH3:26])[Br:27].[OH:1][c:2]1[cH:3][c:4]([CH2:8][CH2:9][CH2:10][N:11]2[C:12](=[O:21])[c:13]3[cH:14][cH:15][cH:16][cH:17][c:18]3[C:19]2=[O:20])[cH:5][cH:6][cH:7]1>>[O:1]([c:2]1[cH:3][c:4]([CH2:8][CH2:9][CH2:10][N:11]2[C:12](=[O:21])[c:13]3[cH:14][cH:15][cH:16][cH:17][c:18]3[C:19]2=[O:20])[cH:5][cH:6][cH:7]1)[CH2:22][CH2:23][CH2:24][CH2:25][CH3:26]. Starting materials: C(=O)[O-].[NH4+] (ammonium formate), [N+](=O)([O-])C1=C(C=C(C=C1)CO[Si](C(C)C)(C(C)C)C(C)C)N[C@H]1CC[C@H](CC1)C(=O)OC (cis-methyl 4-(2-nitro-5-((triisopropylsilyloxy)methyl)phenylamino)cyclohexanecarboxylate). The reagents and catalysts are [Pd] (palladium). Run in CCO (EtOH), CCO (EtOH). Conditions: time 2 hour. Product: NC1=C(C=C(C=C1)CO[Si](C(C)C)(C(C)C)C(C)C)N[C@H]1CC[C@H](CC1)C(=O)OC (cis-methyl 4-(2-amino-5-((triisopropylsilyloxy)methyl)phenylamino)cyclohexanecarboxylate). The yield is 99.6%. Reaction SMILES: [N+:1]([C:4]1[CH:9]=[CH:8][C:7]([CH2:10][O:11][Si:12]([CH:19]([CH3:21])[CH3:20])([CH:16]([CH3:18])[CH3:17])[CH:13]([CH3:15])[CH3:14])=[CH:6][C:5]=1[NH:22][C@@H:23]1[CH2:28][CH2:27][C@H:26]([C:29]([O:31][CH3:32])=[O:30])[CH2:25][CH2:24]1)([O-])=O.C([O-])=O.[NH4+]>CCO.[Pd]>[NH2:1][C:4]1[CH:9]=[CH:8][C:7]([CH2:10][O:11][Si:12]([CH:19]([CH3:21])[CH3:20])([CH:13]([CH3:15])[CH3:14])[CH:16]([CH3:17])[CH3:18])=[CH:6][C:5]=1[NH:22][C@@H:23]1[CH2:24][CH2:25][C@H:26]([C:29]([O:31][CH3:32])=[O:30])[CH2:27][CH2:28]1 |f:1.2|. Procedure: A round bottom flask under nitrogen atmosphere was charged with cis-methyl 4-(2-nitro-5-((triisopropylsilyloxy)methyl)phenylamino)cyclohexanecarboxylate (2.77 g, 5.96 mmol) and palladium (10% on carbon) (0.634 g, 0.596 mmol). To this was added EtOH (48.5 mL) followed by ammonium formate (3.76 g, 59.6 mmol). The reaction mixture was stirred at RT for 2 hours and then diluted with EtOH and filtered through Celite® brand filter aid. The filter cake was washed sequentially with DCM (100 mL), EtOH (1... Starting materials: OC1=C(C=NC=2N1N=CC2C2=CC=C(C=C2)SC2=CC=CC=C2)C(=O)OCC (7-hydroxy-6-ethoxycarbonyl-3-(4-phenylthiophenyl)pyrazolo[1,5-a]pyrimidine), NC1=CC=CC=C1 (aniline), Cl (hydrochloric acid). Run at temperature 180 celsius, time 3 hour. Product: OC1=C(C=NC=2N1N=CC2C2=CC=C(C=C2)SC2=CC=CC=C2)C(NC2=CC=CC=C2)=O (7-Hydroxy-6-(N-phenylcarbamoyl)-3-(4-phenylthiophenyl)pyrazolo[1,5-a]pyrimidine). Reaction SMILES: [OH:1][C:2]1[N:7]2[N:8]=[CH:9][C:10]([C:11]3[CH:16]=[CH:15][C:14]([S:17][C:18]4[CH:23]=[CH:22][CH:21]=[CH:20][CH:19]=4)=[CH:13][CH:12]=3)=[C:6]2[N:5]=[CH:4][C:3]=1[C:24](OCC)=[O:25].Cl.[NH2:30][C:31]1[CH:36]=[CH:35][CH:34]=[CH:33][CH:32]=1>>[OH:1][C:2]1[N:7]2[N:8]=[CH:9][C:10]([C:11]3[CH:12]=[CH:13][C:14]([S:17][C:18]4[CH:19]=[CH:20][CH:21]=[CH:22][CH:23]=4)=[CH:15][CH:16]=3)=[C:6]2[N:5]=[CH:4][C:3]=1[C:24](=[O:25])[NH:30][C:31]1[CH:36]=[CH:35][CH:34]=[CH:33][CH:32]=1. Procedure details: Dissolving 280 mg of 7-hydroxy-6-ethoxycarbonyl-3-(4-phenylthiophenyl)pyrazolo[1,5-a]pyrimidine in 3 ml of aniline, the mixture was stirred for 3 hours at 180° C. After allowing to cool, 10% hydrochloric acid was added, the precipitate was filtered, washed with water and dried, and the title compound was obtained (220 mg, 68%).